Task: describe an organic reaction: reactants, conditions, products, and yield. Dataset: the Open Reaction Database (ORD), a public repository of structured organic reaction records Reactants: COC(CCCCN1CCN(CC1)C(=O)OC(C)(C)C)OC (5-[4-(tert-Butyloxycarbonyl)piperazin-1-yl]pentanal dimethyl acetal), COC(CCCCN1CCN(CC1)C(=O)OC(C)(C)C)OC (5-[4-(tert-butyloxycarbonyl)piperazin-1-yl]pentanal dimethylacetal), C(=O)([O-])[O-].[K+].[K+] (K2CO3). Run in S(O)(O)(=O)=O (sulphuric acid). Yields the product N1C=CC2=CC=CC=C12 (indole). Yield: 44.0%. RXN SMILES: CO[CH:3](OC)[CH2:4][CH2:5][CH2:6][CH2:7][N:8]1[CH2:13][CH2:12]N(C(OC(C)(C)C)=O)CC1.[C:23]([O-])([O-])=O.[K+].[K+]>S(=O)(=O)(O)O>[NH:8]1[C:7]2[C:6](=[CH:5][CH:4]=[CH:3][CH:23]=2)[CH:12]=[CH:13]1 |f:1.2.3|. Procedure details: A mixture of Intermediate 1 (5.0 g, 28.6 mmol) and 5-[4-(tert-butyloxycarbonyl)piperazin-1-yl]pentanal dimethylacetal (9.03 g, 28.6 mmol) in 4% sulphuric acid (150 ml) was heated at reflux for 48 h. The solution was cooled in an ice-bath, basified with solid K2CO3 and extracted with butan-1-ol (×3). The solvent was removed under vacuum and azeotroped with hexane (×2). The crude product was purified by chromatography on silica gel eluting with CH2Cl2 /MeOH/NH3 (30:8:1) to give the title-indole (3...